From a dataset of the Open Reaction Database (ORD), a public repository of structured organic reaction records. describe an organic reaction: reactants, conditions, products, and yield Reaction SMILES: [CH3:32][CH2:33][O:34][CH2:35][CH3:36].[N:1](=[N+:2]=[N-:3])[C:4]1([OH:23])[CH2:5][CH:6]([n:14]2[c:15](=[O:16])[nH:17][c:18](=[S:19])[c:20]([CH3:21])[cH:22]2)[O:7][CH:8]1[CH2:9][O:10][C:11](=[O:12])[CH3:13].[NH4+:31].[O:24]1[CH2:25][CH2:26][O:27][CH2:28][CH2:29]1.[OH-:30]>>[N:1](=[N+:2]=[N-:3])[C:4]1([OH:23])[CH2:5][CH:6]([n:14]2[c:15](=[O:16])[nH:17][c:18](=[S:19])[c:20]([CH3:21])[cH:22]2)[O:7][CH:8]1[CH2:9][OH:10]. Reactants: CCOCC, CC(=O)OCC1OC(n2cc(C)c(=S)[nH]c2=O)CC1(O)N=[N+]=[N-], [NH4+], C1COCCO1, [OH-]. Yields the product Cc1cn(C2CC(O)(N=[N+]=[N-])C(CO)O2)c(=O)[nH]c1=S.